This data is from the Open Reaction Database (ORD), a public repository of structured organic reaction records. The task is: describe an organic reaction: reactants, conditions, products, and yield The reactants are C(C1=CC=CC=C1)OC=1C=C(C=C(C1)OCC1=CC=CC=C1)C(CCOC1=CC=CC=C1)C (3-(3,5-dibenzyloxyphenyl)-1-phenoxybutane), C(C)O (ethanol), Cl (hydrochloric acid), [H][H] (hydrogen). The reagents and catalysts are [Pd] (palladium-on-carbon). The solvent is C(C)(=O)OCC (ethyl acetate). Conditions: time 2 hour. The product is OC=1C=C(C=C(C1)O)C(CCOC1=CC=CC=C1)C (3-(3,5-Dihydroxyphenyl)-1-phenoxybutane). RXN SMILES: C([O:8][C:9]1[CH:10]=[C:11]([CH:23]([CH3:33])[CH2:24][CH2:25][O:26][C:27]2[CH:32]=[CH:31][CH:30]=[CH:29][CH:28]=2)[CH:12]=[C:13]([O:15]CC2C=CC=CC=2)[CH:14]=1)C1C=CC=CC=1.C(O)C.Cl.[H][H]>C(OCC)(=O)C.[Pd]>[OH:15][C:13]1[CH:12]=[C:11]([CH:23]([CH3:33])[CH2:24][CH2:25][O:26][C:27]2[CH:32]=[CH:31][CH:30]=[CH:29][CH:28]=2)[CH:10]=[C:9]([OH:8])[CH:14]=1. Reported procedure: A solution of 3-(3,5-dibenzyloxyphenyl)-1-phenoxybutane (14.7 g., 133.5 mM) in a mixture of ethyl acetate (110 ml.), ethanol (110 ml.) and concentrated hydrochloric acid (0.7 ml.) is hydrogenated for 2 hours under 60 p.s.i. hydrogen in the preseence of 10% palladium-on-carbon (1.5 g.). Removal of the catalyst by filtration and concentration of the filtrate gives an oil. The oil is purified by chromatography on silica gel (100 g.) and eluting with benzene-ethyl acetate consisting of 0-10% ethyl a... Reactants: COC(=O)C1CCCCC1C(=O)c1ccc(Br)cc1, O=C([O-])[O-], CCOC(C)=O, CCO, Cc1ccccc1, ClCCl, Nc1ccc(B(O)O)cc1, [Na+], [Na+]. Product: COC(=O)C1CCCCC1C(=O)c1ccc(-c2ccc(N)cc2)cc1. RXN SMILES: [Br:1][c:2]1[cH:3][cH:4][c:5]([C:6](=[O:7])[CH:8]2[CH:9]([C:14](=[O:15])[O:16][CH3:17])[CH2:10][CH2:11][CH2:12][CH2:13]2)[cH:18][cH:19]1.[C:30](=[O:31])([O-:32])[O-:33].[CH3:39][CH2:40][O:41][C:42]([CH3:43])=[O:44].[CH3:45][CH2:46][OH:47].[CH3:48][c:49]1[cH:50][cH:51][cH:52][cH:53][cH:54]1.[Cl:36][CH2:37][Cl:38].[NH2:20][c:21]1[cH:22][cH:23][c:24]([B:27]([OH:28])[OH:29])[cH:25][cH:26]1.[Na+:34].[Na+:35]>>[c:2]1(-[c:24]2[cH:23][cH:22][c:21]([NH2:20])[cH:26][cH:25]2)[cH:3][cH:4][c:5]([C:6](=[O:7])[CH:8]2[CH:9]([C:14](=[O:15])[O:16][CH3:17])[CH2:10][CH2:11][CH2:12][CH2:13]2)[cH:18][cH:19]1. Starting materials: C1(CCCC1)N1CCC(CC1)CCCC(=N)NO (4-(1-cyclopentylpiperidin-4-yl)-N-hydroxybutyramidine), ClC=1C=C(C(=O)Cl)C=CC1Cl (3,4-dichlorobenzoyl chloride). The product is Cl.C1(CCCC1)N1CCC(CC1)CCCC1=NOC(=N1)C1=CC(=C(C=C1)Cl)Cl (1-Cyclopentyl-4-{3-[5-(3,4-dichlorophenyl)[1,2,4]oxadiazol-3-yl]propyl}piperidine, hydrochloride). As a reaction SMILES: [CH:1]1([N:6]2[CH2:11][CH2:10][CH:9]([CH2:12][CH2:13][CH2:14][C:15]([NH:17][OH:18])=[NH:16])[CH2:8][CH2:7]2)[CH2:5][CH2:4][CH2:3][CH2:2]1.[Cl:19][C:20]1[CH:21]=[C:22]([CH:26]=[CH:27][C:28]=1[Cl:29])[C:23](Cl)=O>>[ClH:19].[CH:1]1([N:6]2[CH2:7][CH2:8][CH:9]([CH2:12][CH2:13][CH2:14][C:15]3[N:16]=[C:23]([C:22]4[CH:26]=[CH:27][C:28]([Cl:29])=[C:20]([Cl:19])[CH:21]=4)[O:18][N:17]=3)[CH2:10][CH2:11]2)[CH2:2][CH2:3][CH2:4][CH2:5]1 |f:2.3|. Procedure: The title compound was prepared by a similar procedure to that described in Example 3, starting from 4-(1-cyclopentylpiperidin-4-yl)-N-hydroxybutyramidine and 3,4-dichlorobenzoyl chloride. Reactants: CC(C)OC(=O)/N=N/C(=O)OC(C)C (DIAD), OCC=1C=C2C(=NN(C2=CC1)C(=O)OC(C)(C)C)C=1N=NN(C1)C1=CC=C(C=C1)C(=O)N1CCOCC1 (tert-butyl 5-(hydroxymethyl)-3-{1-[4-(morpholin-4-ylcarbonyl)phenyl]-1H-1,2,3-triazol-4-yl}-1H-indazole-1-carboxylate), N=1NC(C=CC1)=O (3(2H)-pyridazinone), C1(=CC=CC=C1)P(C1=CC=CC=C1)C1=CC=CC=C1 (triphenylphosphine), Cl (HCl). The solvent is C(Cl)Cl (DCM). Conditions: time 4 hour. Yields the product N1(CCOCC1)C(=O)C1=CC=C(C=C1)N1N=NC(=C1)C1=NN(C2=CC=C(C=C12)CN1N=CC=CC1=O)C(=O)OC(C)(C)C (tert-butyl 3-{1-[4-(morpholin-4-ylcarbonyl)phenyl]-1H-1,2,3-triazol-4-yl}-5-[(6-oxopyridazin-1(6H)-yl)methyl]-1H-indazole-1-carboxylate). Reaction SMILES: CC(OC(/N=N/C(OC(C)C)=O)=O)C.O[CH2:16][C:17]1[CH:18]=[C:19]2[C:23](=[CH:24][CH:25]=1)[N:22]([C:26]([O:28][C:29]([CH3:32])([CH3:31])[CH3:30])=[O:27])[N:21]=[C:20]2[C:33]1[N:34]=[N:35][N:36]([C:38]2[CH:43]=[CH:42][C:41]([C:44]([N:46]3[CH2:51][CH2:50][O:49][CH2:48][CH2:47]3)=[O:45])=[CH:40][CH:39]=2)[CH:37]=1.[N:52]1[NH:53][C:54](=[O:58])[CH:55]=[CH:56][CH:57]=1.C1(P(C2C=CC=CC=2)C2C=CC=CC=2)C=CC=CC=1.Cl>C(Cl)Cl>[N:46]1([C:44]([C:41]2[CH:42]=[CH:43][C:38]([N:36]3[CH:37]=[C:33]([C:20]4[C:19]5[C:23](=[CH:24][CH:25]=[C:17]([CH2:16][N:53]6[C:54](=[O:58])[CH:55]=[CH:56][CH:57]=[N:52]6)[CH:18]=5)[N:22]([C:26]([O:28][C:29]([CH3:32])([CH3:31])[CH3:30])=[O:27])[N:21]=4)[N:34]=[N:35]3)=[CH:39][CH:40]=2)=[O:45])[CH2:47][CH2:48][O:49][CH2:50][CH2:51]1. Procedure: DIAD (0.30 mL; 1.54 mmol; 2.3 eq.) was added dropwise over 1 min to a solution of tert-butyl 5-(hydroxymethyl)-3-{1-[4-(morpholin-4-ylcarbonyl)phenyl]-1H-1,2,3-triazol-4-yl}-1H-indazole-1-carboxylate (340 mg; 0.67 mmol; 1.0 eq.), 3(2H)-pyridazinone (100 mg; 1.04 mmol; 1.5 eq.) and triphenylphosphine (354 mg; 1.35 mmol; 2.0 eq.) in DCM (15 mL). The reaction mixture was stirred for 4 h at RT then poured into HCl (0.1N solution) and extracted with DCM. Combine organic phases were washed with brine,... The reactants are CS(C)=O, BrC1CC1, Fc1ccc(S)cc1, O. Product: Fc1ccc(SC2CC2)cc1. As a reaction SMILES: [CH3:14][S:15]([CH3:16])=[O:17].[CH:9]1([Br:12])[CH2:10][CH2:11]1.[F:1][c:2]1[cH:3][cH:4][c:5]([SH:8])[cH:6][cH:7]1.[OH2:13]>>[F:1][c:2]1[cH:3][cH:4][c:5]([S:8][CH:9]2[CH2:10][CH2:11]2)[cH:6][cH:7]1. Starting materials: O=C(NC1CCNCC1)c1ccccc1, O=C([O-])[O-], CC(C)O, [K+], [K+], O=[N+]([O-])c1ccc(CCBr)cc1. Yields the product O=C(NC1CCN(CCc2ccc([N+](=O)[O-])cc2)CC1)c1ccccc1. As a reaction SMILES: [C:13]([c:14]1[cH:15][cH:16][cH:17][cH:18][cH:19]1)(=[O:20])[NH:21][CH:22]1[CH2:23][CH2:24][NH:25][CH2:26][CH2:27]1.[C:28](=[O:29])([O-:30])[O-:31].[CH:34]([OH:35])([CH3:36])[CH3:37].[K+:32].[K+:33].[N+:1](=[O:2])([O-:3])[c:4]1[cH:5][cH:6][c:7]([CH2:10][CH2:11][Br:12])[cH:8][cH:9]1>>[N+:1](=[O:2])([O-:3])[c:4]1[cH:5][cH:6][c:7]([CH2:10][CH2:11][N:25]2[CH2:24][CH2:23][CH:22]([NH:21][C:13]([c:14]3[cH:15][cH:16][cH:17][cH:18][cH:19]3)=[O:20])[CH2:27][CH2:26]2)[cH:8][cH:9]1. Reactants: CCOC(=O)c1c(C(C)C)n(Cc2ccccc2)c2ccc(O)cc12, CCO, [Na+], [OH-], O. Product: CC(C)c1c(C(=O)O)c2cc(O)ccc2n1Cc1ccccc1. Reaction SMILES: [CH2:1]([c:2]1[cH:3][cH:4][cH:5][cH:6][cH:7]1)[n:8]1[c:9]([CH:23]([CH3:24])[CH3:25])[c:10]([C:18](=[O:19])[O:20][CH2:21][CH3:22])[c:11]2[cH:12][c:13]([OH:17])[cH:14][cH:15][c:16]12.[CH3:28][CH2:29][OH:30].[Na+:27].[OH-:26].[OH2:31]>>[CH2:1]([c:2]1[cH:3][cH:4][cH:5][cH:6][cH:7]1)[n:8]1[c:9]([CH:23]([CH3:24])[CH3:25])[c:10]([C:18](=[O:19])[OH:20])[c:11]2[cH:12][c:13]([OH:17])[cH:14][cH:15][c:16]12. Run at time 1 hour. Reaction SMILES: C([O:8][C:9]1[CH:34]=[CH:33][C:12]([CH2:13][N:14]2[CH:18]=[C:17](/[CH:19]=[CH:20]/[C:21]([O:23][CH2:24][CH3:25])=[O:22])[C:16]([C:26]3[CH:31]=[CH:30][C:29]([F:32])=[CH:28][CH:27]=3)=[N:15]2)=[CH:11][CH:10]=1)C1C=CC=CC=1.C(O)C>[C].[Pd].O1CCCC1>[F:32][C:29]1[CH:30]=[CH:31][C:26]([C:16]2[C:17]([CH2:19][CH2:20][C:21]([O:23][CH2:24][CH3:25])=[O:22])=[CH:18][N:14]([CH2:13][C:12]3[CH:11]=[CH:10][C:9]([OH:8])=[CH:34][CH:33]=3)[N:15]=2)=[CH:27][CH:28]=1 |f:2.3|. Procedure details: A mixture of ethyl(E)-3-[1-(4-benzyloxybenzyl)-3-(4-fluorophenyl)-1H-pyrazol-4-yl]propenoate (10.0 g), 5% palladium-carbon (20.0 g), ethanol (100 ml) and tetrahydrofuran (100 ml) was stirred for 1 hour under a hydrogen atmosphere. After the palladium-carbon was removed by filtration, the filtrate was concentrated to obtain ethyl 3-[3-(4-fluorophenyl)-1-(4-hydroxybenzyl)-1H-pyrazol-4-yl]propionate (7.15 g, yield 88%) as a colorless oily substance. Reactants: C(C1=CC=CC=C1)OC1=CC=C(CN2N=C(C(=C2)/C=C/C(=O)OCC)C2=CC=C(C=C2)F)C=C1 (ethyl(E)-3-[1-(4-benzyloxybenzyl)-3-(4-fluorophenyl)-1H-pyrazol-4-yl]propenoate), C(C)O (ethanol). Run in O1CCCC1 (tetrahydrofuran). Product: FC1=CC=C(C=C1)C1=NN(C=C1CCC(=O)OCC)CC1=CC=C(C=C1)O (ethyl 3-[3-(4-fluorophenyl)-1-(4-hydroxybenzyl)-1H-pyrazol-4-yl]propionate). Reagents/catalysts: [C].[Pd] (palladium-carbon). Yield: 88.6%. Starting materials: Cl (HCl), COC(=O)C1(CN(CC1)CC1=CC=CC=C1)C(C)OC(C)=O (3-(1-Acetoxy-ethyl)-1-benzyl-pyrrolidine-3-carboxylic acid methyl ester). Run in CO (MeOH). Product: COC(=O)C1(CN(CC1)CC1=CC=CC=C1)C(C)O (1-Benzyl-3-(1-hydroxy-ethyl)-pyrrolidine-3-carboxylic acid methyl ester). Reaction SMILES: Cl.[CH3:2][O:3][C:4]([C:6]1([CH:18]([O:20]C(=O)C)[CH3:19])[CH2:10][CH2:9][N:8]([CH2:11][C:12]2[CH:17]=[CH:16][CH:15]=[CH:14][CH:13]=2)[CH2:7]1)=[O:5]>CO>[CH3:2][O:3][C:4]([C:6]1([CH:18]([OH:20])[CH3:19])[CH2:10][CH2:9][N:8]([CH2:11][C:12]2[CH:17]=[CH:16][CH:15]=[CH:14][CH:13]=2)[CH2:7]1)=[O:5]. Procedure details: 2M HCl (25 ml) was added to a solution of 3-(1-Acetoxy-ethyl)-1-benzyl-pyrrolidine-3-carboxylic acid methyl ester (2N) (5 g, 16.39 mmol) in MeOH (50 ml) at room temperature, then refluxed for 2 hours. The solvent was evaporated yielding the product (4.39, 100%) ESMS (MH, 264). Reactants: C1(=CC=CC=C1)[SiH3] (PhSiH3), COC1=CC=C(C=N1)C1=NNC(=C1)N (3-(6-Methoxypyridin-3-yl)-1H-pyrazol-5-amine), C(=O)C1=CC=C(C(=O)OC)C=C1 (methyl 4-formylbenzoate), [Sn](Cl)(Cl)(CCCC)CCCC (Bu2SnCl2). The solvent is C1CCOC1 (THF). Product: COC1=CC=C(C=N1)C1=NNC(=C1)NCC1=CC=C(C(=O)OC)C=C1 (Methyl 4-((3-(6-methoxypyridin-3-yl)-1H-pyrazol-5-ylamino)methyl)benzoate). Yield: 52.4%. Reaction SMILES: [CH3:1][O:2][C:3]1[N:8]=[CH:7][C:6]([C:9]2[CH:13]=[C:12]([NH2:14])[NH:11][N:10]=2)=[CH:5][CH:4]=1.[CH:15]([C:17]1[CH:26]=[CH:25][C:20]([C:21]([O:23][CH3:24])=[O:22])=[CH:19][CH:18]=1)=O.[Sn](CCCC)(CCCC)(Cl)Cl.C1([SiH3])C=CC=CC=1>C1COCC1>[CH3:1][O:2][C:3]1[N:8]=[CH:7][C:6]([C:9]2[CH:13]=[C:12]([NH:14][CH2:15][C:17]3[CH:26]=[CH:25][C:20]([C:21]([O:23][CH3:24])=[O:22])=[CH:19][CH:18]=3)[NH:11][N:10]=2)=[CH:5][CH:4]=1. Procedure details: A solution of amine 383 (720 mg, 3.79 mmol), methyl 4-formylbenzoate (745 mg, 4.54 mmol), and Bu2SnCl2 (230 mg, 0.76 mmol) in dry THF (5 mL) was stirred at room temperature for 2 hours. It was then treated with PhSiH3 (514 μL, 451 mg, 4.17 mmol) and allowed to stir for another hour at room temperature. The reaction mixture was quenched by addition of MeOH and vigorous stirring for 45 min. It was then concentrated in vacuo and the residue was purified by flash chromatography using the gradient 50...